Dataset: the Open Reaction Database (ORD), a public repository of structured organic reaction records. Task: describe an organic reaction: reactants, conditions, products, and yield The reactants are CN1NC(C=C1C)(C(=O)NC1=C2C(CC(C2=CC=C1)(C)C)C)C (1,3,5-trimethyl-N-(1,1,3-trimethyl-4-indanyl)pyrazolecarboxamide), CSP1(SP(S1)(SC)=S)=S (2,4-bis(methylthio)-1,3,2,4-dithiadiphosphetan-2,4-disulfide). Solvent: C(OC)COC (dimethoxyethane). Yields the product CN1NC(C=C1C)(C(NC1=C2C(CC(C2=CC=C1)(C)C)C)=S)C (1,3,5-trimethyl-N-(1,1,3-trimethylindane-4-yl)pyrazole carbothioamide). Yield: 84.7%. RXN SMILES: [CH3:1][N:2]1[C:6]([CH3:7])=[CH:5][C:4]([CH3:23])([C:8]([NH:10][C:11]2[CH:19]=[CH:18][CH:17]=[C:16]3[C:12]=2[CH:13]([CH3:22])[CH2:14][C:15]3([CH3:21])[CH3:20])=O)[NH:3]1.C[S:25]P1(=S)SP(=S)(SC)S1>C(COC)OC>[CH3:1][N:2]1[C:6]([CH3:7])=[CH:5][C:4]([CH3:23])([C:8](=[S:25])[NH:10][C:11]2[CH:19]=[CH:18][CH:17]=[C:16]3[C:12]=2[CH:13]([CH3:22])[CH2:14][C:15]3([CH3:21])[CH3:20])[NH:3]1. Reported procedure: To a solution of 1.0 g of 1,3,5-trimethyl-N-(1,1,3-trimethyl-4-indanyl)pyrazolecarboxamide in 20 ml of dimethoxyethane was added 914 mg of 2,4-bis(methylthio)-1,3,2,4-dithiadiphosphetan-2,4-disulfide with stirring, followed by stirring for 10 hours at room temperature and for 1 hour at 50° C. After cooling, the reaction mixture was chromatographed on silica gel to obtain 0.89 g of 1,3,5-trimethyl-N-(1,1,3-trimethylindane-4-yl)pyrazole carbothioamide (yield 85%). Reactants: CCN1CCCC1CN, ClCCl, COc1c(C(=O)O)c(O)c(OC)c2occc12. Yields the product CCN1CCCC1CNC(=O)c1c(O)c(OC)c2occc2c1OC. Reaction SMILES: [CH2:1]([CH3:2])[N:3]1[CH:4]([CH2:8][NH2:9])[CH2:5][CH2:6][CH2:7]1.[Cl:27][CH2:28][Cl:29].[OH:10][c:11]1[c:12]([O:25][CH3:26])[c:13]2[c:14]([cH:15][cH:16][o:17]2)[c:18]([O:23][CH3:24])[c:19]1[C:20](=[O:21])[OH:22]>>[CH2:1]([CH3:2])[N:3]1[CH:4]([CH2:8][NH:9][C:20]([c:19]2[c:11]([OH:10])[c:12]([O:25][CH3:26])[c:13]3[c:14]([cH:15][cH:16][o:17]3)[c:18]2[O:23][CH3:24])=[O:21])[CH2:5][CH2:6][CH2:7]1. Reactants: OC1=C(C2=C(C(/C(/O2)=C/C2=CN(C3=CC=CC=C23)S(=O)(=O)C)=O)C=C1)CN1CCN(CC1)C(=O)OC(C)(C)C (tert-butyl (Z)-4-[(6-hydroxy-2-{[1-(methylsulfonyl)-1H-indol-3-yl]methylene}-3-oxo-2,3-dihydrobenzofuran-7-yl)methyl]piperazine-1-carboxylate), FC(C(=O)O)(F)F (trifluoroacetic acid), C(Cl)Cl (methylene chloride). Conditions: time 8 hour. Product: Cl.Cl.OC1=C(C2=C(C(/C(/O2)=C/C2=CN(C3=CC=CC=C23)S(=O)(=O)C)=O)C=C1)CN1CCNCC1 ((Z)-6-hydroxy-2-{[1-(methylsulfonyl)-1H-indol-3-yl]methylene}-7-(piperazin-1-ylmethyl)benzofuran-3(2H)-one dihydrochloride). The yield is 88.0%. As a reaction SMILES: [OH:1][C:2]1[CH:25]=[CH:24][C:5]2[C:6](=[O:23])/[C:7](=[CH:9]/[C:10]3[C:18]4[C:13](=[CH:14][CH:15]=[CH:16][CH:17]=4)[N:12]([S:19]([CH3:22])(=[O:21])=[O:20])[CH:11]=3)/[O:8][C:4]=2[C:3]=1[CH2:26][N:27]1[CH2:32][CH2:31][N:30](C(OC(C)(C)C)=O)[CH2:29][CH2:28]1.FC(F)(F)C(O)=O.C(Cl)[Cl:48]>>[ClH:48].[ClH:48].[OH:1][C:2]1[CH:25]=[CH:24][C:5]2[C:6](=[O:23])/[C:7](=[CH:9]/[C:10]3[C:18]4[C:13](=[CH:14][CH:15]=[CH:16][CH:17]=4)[N:12]([S:19]([CH3:22])(=[O:20])=[O:21])[CH:11]=3)/[O:8][C:4]=2[C:3]=1[CH2:26][N:27]1[CH2:32][CH2:31][NH:30][CH2:29][CH2:28]1 |f:3.4.5|. Procedure details: A solution of tert-butyl (Z)-4-[(6-hydroxy-2-{[1-(methylsulfonyl)-1H-indol-3-yl]methylene}-3-oxo-2,3-dihydrobenzofuran-7-yl)methyl]piperazine-1-carboxylate (0.0500 g, 0.0903 mmol) in methylene chloride (2 mL) was added with trifluoroacetic acid (2 mL), and the mixture was stirred overnight at room temperature. The reaction mixture was concentrated, then a solution of the resulting residue in methanol (4 mL) was added with a 5% solution of hydrogen chloride in methanol (1 mL), and the mixture was... Yield: 85.3%. Reaction SMILES: [CH2:1]([C:3]1([CH2:23][C:24]([O:26][CH2:27][CH3:28])=[O:25])[CH2:12][CH2:11][C:10]2[C:5](=[CH:6][CH:7]=[C:8]([C:13]3[CH:18]=[CH:17][C:16]([N+:19]([O-])=O)=[CH:15][N:14]=3)[CH:9]=2)[C:4]1=[O:22])[CH3:2].[NH4+].[Cl-]>C(O)C.O.[Fe]>[NH2:19][C:16]1[CH:17]=[CH:18][C:13]([C:8]2[CH:9]=[C:10]3[C:5](=[CH:6][CH:7]=2)[C:4](=[O:22])[C:3]([CH2:23][C:24]([O:26][CH2:27][CH3:28])=[O:25])([CH2:1][CH3:2])[CH2:12][CH2:11]3)=[N:14][CH:15]=1 |f:1.2,3.4|. Reagents/catalysts: [Fe] (Iron). Product: NC=1C=CC(=NC1)C=1C=C2CCC(C(C2=CC1)=O)(CC)CC(=O)OCC (Ethyl 2-(6-(5-aminopyridin-2-yl)-2-ethyl-1-oxo-1,2,3,4-tetrahydronaphthalen-2-yl)acetate). Solvent: C(C)O.O (ethanol water). Procedure: Iron powder (1.533 g, 27.5 mmol) was added to a solution of 4F (2.1 g, 5.49 mmol) in 30 mL of ethanol-water mixture (5:1) followed by NH4Cl (0.015 g, 0.275 mmol), and the mixture was refluxed for 5 h. The solvent was removed under reduced pressure, and residue was partitioned between ethyl acetate and water. The separated organic layer was dried over sodium sulfate, filtered, and the filtrate was concentrated in vacuo. The crude product was purified by flash chromatography using 40% ethyl acetat... Reactants: C(C)C1(C(C2=CC=C(C=C2CC1)C1=NC=C(C=C1)[N+](=O)[O-])=O)CC(=O)OCC (Ethyl 2-(2-ethyl-6-(5-nitropyridin-2-yl)-1-oxo-1,2,3,4-tetrahydronaphthalen-2-yl)acetate), [NH4+].[Cl-] (NH4Cl). The product is C=C(c1ccc(CN2C(=O)CN(C)C2=O)cc1)c1cc2c(cc1C)C(C)(C)CCC2(C)C. The reactants are C=C(c1ccc(CO)cc1)c1cc2c(cc1C)C(C)(C)CCC2(C)C, CS(=O)(=O)Cl, CN1CC(=O)NC1=O, [H-], [Na+]. Reaction SMILES: [CH3:1][c:2]1[c:3]([C:16](=[CH2:17])[c:18]2[cH:19][cH:20][c:21]([CH2:24][OH:25])[cH:22][cH:23]2)[cH:4][c:5]2[c:10]([cH:11]1)[C:9]([CH3:12])([CH3:13])[CH2:8][CH2:7][C:6]2([CH3:14])[CH3:15].[CH3:26][S:27](=[O:28])(=[O:29])[Cl:30].[CH3:31][N:32]1[C:33](=[O:34])[NH:35][C:36](=[O:37])[CH2:38]1.[H-:40].[Na+:39]>>[CH3:1][c:2]1[c:3]([C:16](=[CH2:17])[c:18]2[cH:19][cH:20][c:21]([CH2:24][N:35]3[C:33](=[O:34])[N:32]([CH3:31])[CH2:38][C:36]3=[O:37])[cH:22][cH:23]2)[cH:4][c:5]2[c:10]([cH:11]1)[C:9]([CH3:12])([CH3:13])[CH2:8][CH2:7][C:6]2([CH3:14])[CH3:15]. Reactants: N(=O)[O-].[Na+] (sodium nitrite), Br (hydrobromic acid), NC=1C(=C(C(=CC1)F)C=1C(=CC=CC1F)C#N)F (3′-amino-6,2′,6′-trifluorobiphenyl-2-carbonitrile), Br (hydrobromic acid). The reagents and catalysts are [Cu]Br (copper(I) bromide). The solvent is O (water), O (water), O1CCOCC1 (1,4dioxane). Conditions: temperature -5 celsius, time 2 hour. Yields the product BrC=1C(=C(C(=CC1)F)C=1C(=CC=CC1F)C#N)F (3′-bromo-6,2′,6′-trifluorobiphenyl-2-carbonitrile). Isolated yield 59.0%. RXN SMILES: N[C:2]1[C:3]([F:18])=[C:4]([C:9]2[C:10]([C:16]#[N:17])=[CH:11][CH:12]=[CH:13][C:14]=2[F:15])[C:5]([F:8])=[CH:6][CH:7]=1.N([O-])=O.[Na+].[BrH:23]>O1CCOCC1.O.[Cu]Br>[Br:23][C:2]1[C:3]([F:18])=[C:4]([C:9]2[C:10]([C:16]#[N:17])=[CH:11][CH:12]=[CH:13][C:14]=2[F:15])[C:5]([F:8])=[CH:6][CH:7]=1 |f:1.2|. Procedure details: To a solution of 3′-amino-6,2′,6′-trifluorobiphenyl-2-carbonitrile (0.5136 g, 2.07 mmol) in hot 1,4dioxane (1 ml) was added 48% aqueous hydrobromic acid (7 ml) and the mixture was cooled to −5° C. before adding dropwise a solution of sodium nitrite (0.1657 g, 2.40 mmol) in water (0.5 ml) over 5 min so that the temperature did not rise above −4° C. The resulting mixture was stirred at −5 to 2° C. for 2 h before adding a cooled (5° C.) solution of copper(I) bromide (0.4452 g, 3.10 mmol) in 48% hyd... Reactants: BrC=1C=CC=C2N=CC(NC12)=O (8-Bromo-1H-quinoxalin-2-one), O=P(Cl)(Cl)Cl (POCl3). Reaction conditions: temperature 50 celsius. The product is BrC=1C=CC=C2N=CC(=NC12)Cl (8-Bromo-2-chloro-quinoxaline). RXN SMILES: [Br:1][C:2]1[CH:3]=[CH:4][CH:5]=[C:6]2[C:11]=1[NH:10][C:9](=O)[CH:8]=[N:7]2.O=P(Cl)(Cl)[Cl:15]>>[Br:1][C:2]1[CH:3]=[CH:4][CH:5]=[C:6]2[C:11]=1[N:10]=[C:9]([Cl:15])[CH:8]=[N:7]2. Procedure: A mixture of 2.0 g (ca. 7.64 mmol) 8-Bromo-1H-quinoxalin-2-one and 36 ml of POCl3 is heated to 50° C. for 16 h. After cooling, the excess of POCl3 is evaporated, water is then added and extracted 3× with CH2Cl2. The combined organic layers are successively washed with water, NaHCO3, saturated brine, dried over Na2SO4, filtered and the filtrate is concentrated in vacuo. The residue is purified by chromatography (silicagel, hexane:CH2Cl2=7:3=>1:1) to afford the title compound as a pale orange soli... Reactants: dichloride, Cl (HCl), C1CCOC1 (THF), BrC1=CSC=C1 (3-bromothiophene), Grignard reagent. Reagents/catalysts: C1=CC=C(C=C1)P([C-]2C=CC=C2)C3=CC=CC=C3.C1=CC=C(C=C1)P([C-]2C=CC=C2)C3=CC=CC=C3.Cl[Pd]Cl.[Fe+2] (Pd(dppf)Cl2). Conditions: temperature 0 celsius, time 30 minute. Yields the product C(CCCCCCCCCCC)C1=CC=C(S1)C1=CSC=C1 (5′ dodecyl-3,2′-bithiophene). Isolated yield 54.0%. Reaction SMILES: Br[C:2]1[CH:6]=[CH:5][S:4][CH:3]=1.Cl.[CH2:8]1[CH2:12]O[CH2:10][CH2:9]1>C1C=CC(P(C2C=CC=CC=2)[C-]2C=CC=C2)=CC=1.C1C=CC(P(C2C=CC=CC=2)[C-]2C=CC=C2)=CC=1.Cl[Pd]Cl.[Fe+2]>[CH2:10]([C:3]1[S:4][C:5]([C:2]2[CH:6]=[CH:5][S:4][CH:3]=2)=[CH:6][CH:2]=1)[CH2:9][CH2:8][CH2:12][CH2:12][CH2:8][CH2:9][CH2:10][CH2:3][CH2:2][CH2:6][CH3:5] |f:3.4.5.6|. Procedure: Separately, diphenylphosphinoferroceneparadium dichloride (hereinafter referred to as “Pd(dppf)Cl2”) (1.7 g, 2.11 mmol, 0.01 eq) and 3-bromothiophene (41.0 g, 253 mmol, 1.2 eq) were placed in a three-necked flask, and the atmosphere in the flask was replaced by Ar. Dehydrated THF (200 ml) was added to the contents of the flask, and the mixture was cooled to 0° C. The Grignard reagent prepared above was added dropwise thereto, and the mixture was stirred for 30 min. The reaction solution was brou... The reactants are C(C1=CC=CC=C1)OC(=O)N1C(NC[C@H]1C(=O)OC(C)(C)C)=O (tert.-butyl (4S)-3-benzyloxycarbonyl-2-oxo-imidazolidine-4-carboxylate), CI (methyl iodide). The reagents and catalysts are [Ag]=O (silver oxide). Solvent: CN(C=O)C (dimethylformamide), C(C)(=O)OCC (ethyl acetate). The product is CN1C(N([C@@H](C1)C(=O)OC(C)(C)C)C(=O)OCC1=CC=CC=C1)=O (tert.-butyl (4S)-1-methyl-3-benzyloxycarbonyl-2-oxo-imidazolidine-4-carboxylate). Isolated yield 84.3%. Reaction SMILES: [CH2:1]([O:8][C:9]([N:11]1[C@H:15]([C:16]([O:18][C:19]([CH3:22])([CH3:21])[CH3:20])=[O:17])[CH2:14][NH:13][C:12]1=[O:23])=[O:10])[C:2]1[CH:7]=[CH:6][CH:5]=[CH:4][CH:3]=1.[CH3:24]I>CN(C)C=O.C(OCC)(=O)C.[Ag]=O>[CH3:24][N:13]1[CH2:14][C@@H:15]([C:16]([O:18][C:19]([CH3:20])([CH3:22])[CH3:21])=[O:17])[N:11]([C:9]([O:8][CH2:1][C:2]2[CH:7]=[CH:6][CH:5]=[CH:4][CH:3]=2)=[O:10])[C:12]1=[O:23]. Procedure: 9.6 g of tert.-butyl (4S)-3-benzyloxycarbonyl-2-oxo-imidazolidine-4-carboxylate are dissolved in 200 ml of dimethylformamide, and 14.0 g of silver oxide are added thereto. 42.6 g of methyl iodide are added to the mixture at room temperature under stirring, and the mixture is further stirred for 2 days in the dark. The reaction mixture is filtered to remove insoluble materials, and the filtrate is condensed under reduced pressure. The residue obtained is dissolved in ethyl acetate. Then, the ethy... Reactants: NCC1=CN(C2=CC(=CC=C2C1=O)Cl)C1=CC=CC=C1 (3-(aminomethyl)-7-chloro-1-phenylquinolin-4(1H)-one), ClC1=CC=C(CN2C(C=C(C=C2)C(=O)O)=O)C=C1 (1-(4-chlorobenzyl)-2-oxo-1,2-dihydropyridine-4-carboxylic acid). Product: ClC1=CC=C2C(C(=CN(C2=C1)C1=CC=CC=C1)CNC(=O)C1=CC(N(C=C1)CC1=CC=C(C=C1)Cl)=O)=O (1-(4-Chloro-benzyl)-2-oxo-1,2-dihydro-pyridine-4-carboxylic acid (7-chloro-4-oxo-1-phenyl-1,4-dihydro-quinolin-3-ylmethyl)-amide). Reaction SMILES: [NH2:1][CH2:2][C:3]1[C:12](=[O:13])[C:11]2[C:6](=[CH:7][C:8]([Cl:14])=[CH:9][CH:10]=2)[N:5]([C:15]2[CH:20]=[CH:19][CH:18]=[CH:17][CH:16]=2)[CH:4]=1.[Cl:21][C:22]1[CH:38]=[CH:37][C:25]([CH2:26][N:27]2[CH:32]=[CH:31][C:30]([C:33](O)=[O:34])=[CH:29][C:28]2=[O:36])=[CH:24][CH:23]=1>>[Cl:14][C:8]1[CH:7]=[C:6]2[C:11]([C:12](=[O:13])[C:3]([CH2:2][NH:1][C:33]([C:30]3[CH:31]=[CH:32][N:27]([CH2:26][C:25]4[CH:24]=[CH:23][C:22]([Cl:21])=[CH:38][CH:37]=4)[C:28](=[O:36])[CH:29]=3)=[O:34])=[CH:4][N:5]2[C:15]2[CH:16]=[CH:17][CH:18]=[CH:19][CH:20]=2)=[CH:10][CH:9]=1. Reported procedure: 1-(4-Chloro-benzyl)-2-oxo-1,2-dihydro-pyridine-4-carboxylic acid (7-chloro-4-oxo-1-phenyl-1,4-dihydro-quinolin-3-ylmethyl)-amide was prepared starting from intermediate D and 1-(4-chlorobenzyl)-2-oxo-1,2-dihydropyridine-4-carboxylic acid. MS calcd. for C29H21Cl2N3O3 [(M+H)+] 530.1, obsd. 530.0.